From a dataset of the Open Reaction Database (ORD), a public repository of structured organic reaction records. describe an organic reaction: reactants, conditions, products, and yield As a reaction SMILES: [B:4]([O-:5])([O-:15])[O:16][c:6]1[s:7][c:8]2[c:9]([cH:10]1)[cH:11][cH:12][cH:13][cH:14]2.[Br:17][c:18]1[cH:19][cH:20][c:21]2[c:22]([cH:48]1)[CH:23]=[C:24]([C:30](=[O:31])[NH:32][c:33]1[cH:34][cH:35][c:36]([CH2:39][N:40]([CH:41]3[CH2:42][CH2:43][O:44][CH2:45][CH2:46]3)[CH3:47])[cH:37][cH:38]1)[CH2:25][CH2:26][S:27]2(=[O:28])=[O:29].[C:49](=[O:50])([O-:51])[O-:52].[CH3:1][CH2:2][OH:3].[CH3:55][c:56]1[cH:57][cH:58][cH:59][cH:60][cH:61]1.[K+:53].[K+:54].[OH2:62]>>[c:6]1(-[c:18]2[cH:19][cH:20][c:21]3[c:22]([cH:48]2)[CH:23]=[C:24]([C:30](=[O:31])[NH:32][c:33]2[cH:34][cH:35][c:36]([CH2:39][N:40]([CH:41]4[CH2:42][CH2:43][O:44][CH2:45][CH2:46]4)[CH3:47])[cH:37][cH:38]2)[CH2:25][CH2:26][S:27]3(=[O:28])=[O:29])[s:7][c:8]2[c:9]([cH:10]1)[cH:11][cH:12][cH:13][cH:14]2. Reactants: [O-]B([O-])Oc1cc2ccccc2s1, CN(Cc1ccc(NC(=O)C2=Cc3cc(Br)ccc3S(=O)(=O)CC2)cc1)C1CCOCC1, O=C([O-])[O-], CCO, Cc1ccccc1, [K+], [K+], O. The product is CN(Cc1ccc(NC(=O)C2=Cc3cc(-c4cc5ccccc5s4)ccc3S(=O)(=O)CC2)cc1)C1CCOCC1. Reactants: C1(CC1)NC(=O)C=1C=C(C(=CC1)C)C1=CC=C(C=C1)C(=O)NN (N-Cyclopropyl-4′-(hydrazinocarbonyl)-6-methyl-1,1′-biphenyl-3-carboxamide), C1(CC1)NC(=O)C=1C=C(C(=CC1)C)C1=CC=C(C=C1)C(=O)NN (N-Cyclopropyl-4′-(hydrazinocarbonyl)-6-methyl-1,1′-biphenyl-3-carboxamide), C(C)OC(OCC)OCC (triethylorthoformate). Product: C1(CC1)NC(=O)C=1C=C(C(=CC1)C)C1=CC=C(C=C1)C=1OC=NN1 (N-cyclopropyl-4′-(1,3,4-oxadiazol-2-yl)-6-methyl-1,1′-biphenyl-3-carboxamide). As a reaction SMILES: [CH:1]1([NH:4][C:5]([C:7]2[CH:8]=[C:9]([C:14]3[CH:19]=[CH:18][C:17]([C:20]([NH:22][NH2:23])=[O:21])=[CH:16][CH:15]=3)[C:10]([CH3:13])=[CH:11][CH:12]=2)=[O:6])[CH2:3][CH2:2]1.[CH2:24](OC(OCC)OCC)C>>[CH:1]1([NH:4][C:5]([C:7]2[CH:8]=[C:9]([C:14]3[CH:19]=[CH:18][C:17]([C:20]4[O:21][CH:24]=[N:23][N:22]=4)=[CH:16][CH:15]=3)[C:10]([CH3:13])=[CH:11][CH:12]=2)=[O:6])[CH2:3][CH2:2]1. Reported procedure: N-Cyclopropyl-4′-(hydrazinocarbonyl)-6-methyl-1,1′-biphenyl-3-carboxamide (Intermediate 40) (50 mg) in triethylorthoformate (5 ml) was heated at 150° C. for 5 hours. The excess triethylorthoformate was evaporated under vacuum and the residue purified by bond-elut (silica), eluting with an ethyl acetate/cyclohexane gradient. The solvent was evaporated from the product fractions under vacuum to give N-cyclopropyl-4′-(1,3,4-oxadiazol-2-yl)-6-methyl-1,1′-biphenyl-3-carboxamide.